This data is from the Open Reaction Database (ORD), a public repository of structured organic reaction records. The task is: describe an organic reaction: reactants, conditions, products, and yield The reactants are ClC1=NC=CC(=C1[N+](=O)[O-])C (2-chloro-4-methyl-3-nitropyridine), ClC1=C(C=CC(=C1)Cl)B(O)O (2,4-dichlorophenyl boronic acid), (Ph3P)4Pd(0), OP(=O)([O-])[O-].[K+].[K+] (K2HPO4). Solvent: CN(C)C=O (DMF). Run at temperature 70 celsius, time 40 hour. Product: EtOAc hexanes, ClC1=C(C=CC(=C1)Cl)C1=NC=CC(=C1[N+](=O)[O-])C (2-(2,4-dichloro-phenyl)4-methyl-3-nitro-pyridine). The yield is 67.4%. RXN SMILES: Cl[C:2]1[C:7]([N+:8]([O-:10])=[O:9])=[C:6]([CH3:11])[CH:5]=[CH:4][N:3]=1.[Cl:12][C:13]1[CH:18]=[C:17]([Cl:19])[CH:16]=[CH:15][C:14]=1B(O)O.OP([O-])([O-])=O.[K+].[K+]>CN(C=O)C>[Cl:12][C:13]1[CH:18]=[C:17]([Cl:19])[CH:16]=[CH:15][C:14]=1[C:2]1[C:7]([N+:8]([O-:10])=[O:9])=[C:6]([CH3:11])[CH:5]=[CH:4][N:3]=1 |f:2.3.4|. Procedure: A mixture of 2-chloro-4-methyl-3-nitropyridine (28; 1.08 g, 6.24 mmol), 2,4-dichlorophenyl boronic acid (1.26 g, 6.62 mmol), (Ph3P)4Pd(0) (0.405 g, 0.350 mmol), 40 mL of DMF, and 20 mL of a 2 M aqueous K2HPO4 solution was stirred at 70° C. for 40 h. The mixture was partitioned between 200 mL of diethyl ether and 200 mL of water. The organic layer was sequentially washed with 200 mL of water and 200 mL of a saturated aqueous NaCl solution, dried over MgSO4, filtered, and concentrated to a yellow ... Reactants: O (water), C(C1=CC=CC=C1)O (Benzyl alcohol), OC1=CC=C(C(=O)OCC)C=C1 (ethyl 4-hydroxybenzoate), P(Cl)(Cl)(Cl)(Cl)Cl (phosphorus pentachloride). Run in CCOCC (ether). Product: C(C)OC(=O)C1=CC=C(OCC2=CC=CC=C2)C=C1 (4-ethoxycarbonylphenoxy phenyl methane). RXN SMILES: [CH2:1](O)[C:2]1[CH:7]=[CH:6][CH:5]=[CH:4][CH:3]=1.[OH:9][C:10]1[CH:20]=[CH:19][C:13]([C:14]([O:16][CH2:17][CH3:18])=[O:15])=[CH:12][CH:11]=1.P(Cl)(Cl)(Cl)(Cl)Cl.O>CCOCC>[CH2:17]([O:16][C:14]([C:13]1[CH:12]=[CH:11][C:10]([O:9][CH2:1][C:2]2[CH:7]=[CH:6][CH:5]=[CH:4][CH:3]=2)=[CH:20][CH:19]=1)=[O:15])[CH3:18]. Procedure: Benzyl alcohol (2.70g.; 0.025 mole) was added to a solution of ethyl 4-hydroxybenzoate (4.15g.; 0.025 mole) in dry ether followed by the careful addition of phosphorus pentachloride (2.5g). The mixture was boiled under reflux for 24 hrs. then poured into water and the ether layer removed. The aqueous solution was extracted with ether and the combined organic extracts dried (anhyd. MgSO4) to yield, on evaporation and purification by chromatography, 4-ethoxycarbonylphenoxy phenyl methane, m.p. 45°... Starting materials: ClCC1C(C(N(C1)C(C)C)=O)(C1=CC=CC=C1)C1=CC=CC=C1 (4-chloromethyl-3,3-diphenyl-1-isopropyl-2-pyrrolidinone), steel, OC1(CCNCC1)C1=CC=CC=C1 (4-hydroxy-4-phenylpiperidine), C([O-])([O-])=O.[K+].[K+] (potassium carbonate). Run in C(C)O (ethanol). The product is C(\C=C/C(=O)O)(=O)O.C1(=CC=CC=C1)C1(C(N(CC1CN1CCC(CC1)(O)C1=CC=CC=C1)C(C)C)=O)C1=CC=CC=C1 (3,3-Diphenyl-1-isopropyl-4-(4-phenyl-4-hydroxypiperidinylmethyl)-2-pyrrolidinone Maleate). RXN SMILES: Cl[CH2:2][CH:3]1[CH2:7][N:6]([CH:8]([CH3:10])[CH3:9])[C:5](=[O:11])[C:4]1([C:18]1[CH:23]=[CH:22][CH:21]=[CH:20][CH:19]=1)[C:12]1[CH:17]=[CH:16][CH:15]=[CH:14][CH:13]=1.[OH:24][C:25]1([C:31]2[CH:36]=[CH:35][CH:34]=[CH:33][CH:32]=2)[CH2:30][CH2:29][NH:28][CH2:27][CH2:26]1.[C:37](=[O:40])([O-:39])[O-].[K+].[K+]>C(O)C>[C:5]([OH:24])(=[O:11])/[CH:4]=[CH:18]\[C:37]([OH:39])=[O:40].[C:18]1([C:4]2([C:12]3[CH:17]=[CH:16][CH:15]=[CH:14][CH:13]=3)[CH:3]([CH2:2][N:28]3[CH2:27][CH2:26][C:25]([C:31]4[CH:36]=[CH:35][CH:34]=[CH:33][CH:32]=4)([OH:24])[CH2:30][CH2:29]3)[CH2:7][N:6]([CH:8]([CH3:10])[CH3:9])[C:5]2=[O:11])[CH:23]=[CH:22][CH:21]=[CH:20][CH:19]=1 |f:2.3.4,6.7|. Reported procedure: A mixture of 15 g. (0.046 mole) of 4-chloromethyl-3,3-diphenyl-1-isopropyl-2-pyrrolidinone, 8.1 g. (0.046 mole) of 4-hydroxy-4-phenylpiperidine, 8.2 g. (0.06 mole) of potassium carbonate and 200 ml. of ethanol was heated in a steel bomb at 200° C. for 48 hours. The cooled mixture was partitioned between water and isopropyl ether. The dried isopropyl ether layer (sodium sulfate) was concentrated. The residual material (19 g.) was dissolved in 150 ml. of isopropyl alcohol to which solution was add... Reactants: CCN(C(C)C)C(C)C (Hunig's base), ClC=1C=CC=2N=CN=C(C2N1)OC1CCOCC1 (6-chloro-4-(tetrahydro-2H-pyran-4-yloxy)pyrido[3,2-d]pyrimidine), ClC=1C=CC=2N=CN=C(C2N1)OC1CCOCC1 (6-chloro-4-(tetrahydro-2H-pyran-4-yloxy)pyrido[3,2-d]pyrimidine), C(C)(C)(C)OC(=O)N1CCC(CC1)N (tert-butyl-4-aminopiperidine-1-carboxylate). The solvent is O1CCOCC1 (1,4-dioxane). Yields the product ClC=1C=CC=2N=CN=C(C2N1)NC1CCN(CC1)C(=O)OC(C)(C)C (tert-butyl 4-(6-chloropyrido[3,2-d]pyrimidin-4-ylamino)piperidine-1-carboxylate). Isolated yield 95.9%. RXN SMILES: CCN(C(C)C)C(C)C.[Cl:10][C:11]1[CH:12]=[CH:13][C:14]2[N:15]=[CH:16][N:17]=[C:18](OC3CCOCC3)[C:19]=2[N:20]=1.[C:28]([O:32][C:33]([N:35]1[CH2:40][CH2:39][CH:38]([NH2:41])[CH2:37][CH2:36]1)=[O:34])([CH3:31])([CH3:30])[CH3:29]>O1CCOCC1>[Cl:10][C:11]1[CH:12]=[CH:13][C:14]2[N:15]=[CH:16][N:17]=[C:18]([NH:41][CH:38]3[CH2:37][CH2:36][N:35]([C:33]([O:32][C:28]([CH3:31])([CH3:30])[CH3:29])=[O:34])[CH2:40][CH2:39]3)[C:19]=2[N:20]=1. Reported procedure: Hunig's base (6.53 mL, 37.5 mmol) was added to a suspension of 4,6-dichloropyrido[3,2-d]pyrimidine (intermediate 1, 5.00 g, 25.0 mmol) and tert-butyl-4-aminopiperidine-1-carboxylate (6.00 g, 30.0 mmol) in 1,4-dioxane (250 mL) at room temperature. The reaction mixture was refluxed for 1 h, and cooled to room temperature. The solvent was removed under reduced pressure, EtOAc and water were poured into the residue, and the separated aqueous layer was extracted with EtOAc. The combined organic layer... The reactants are C(CC#C)N1CCC(CC1)CC1=CC=CC=C1 (1-(but-3-yn-1-yl)-4-benzylpiperidine), IC1=CC=C(N)C=C1 (4-iodoaniline). The reagents and catalysts are [Cu]I (copper (I) iodide), Cl[Pd]([P](C1=CC=CC=C1)(C2=CC=CC=C2)C3=CC=CC=C3)([P](C4=CC=CC=C4)(C5=CC=CC=C5)C6=CC=CC=C6)Cl (PdCl2(PPh3)2). Solvent: CCN(CC)CC (Et3N). Reaction conditions: time 20 hour. The product is NC1=CC=C(C=C1)C#CCCN1CCC(CC1)CC1=CC=CC=C1 (1-(4-(4-Aminophenyl)-3-butynyl)-4-benzylpiperidine). The yield is 15.7%. As a reaction SMILES: [CH2:1]([N:5]1[CH2:10][CH2:9][CH:8]([CH2:11][C:12]2[CH:17]=[CH:16][CH:15]=[CH:14][CH:13]=2)[CH2:7][CH2:6]1)[CH2:2][C:3]#[CH:4].I[C:19]1[CH:25]=[CH:24][C:22]([NH2:23])=[CH:21][CH:20]=1>CCN(CC)CC.[Cu]I.Cl[Pd](Cl)([P](C1C=CC=CC=1)(C1C=CC=CC=1)C1C=CC=CC=1)[P](C1C=CC=CC=1)(C1C=CC=CC=1)C1C=CC=CC=1>[NH2:23][C:22]1[CH:24]=[CH:25][C:19]([C:4]#[C:3][CH2:2][CH2:1][N:5]2[CH2:6][CH2:7][CH:8]([CH2:11][C:12]3[CH:13]=[CH:14][CH:15]=[CH:16][CH:17]=3)[CH2:9][CH2:10]2)=[CH:20][CH:21]=1 |^1:37,56|. Procedure details: A mixture of 1-(but-3-yn-1-yl)-4-benzylpiperidine (227 mg, 1.00 mmol), 4-iodoaniline (263 mg, 1.20 mmol), copper (I) iodide (15 mg), PdCl2(PPh3)2 (28 mg) in 10 mL of Et3N is stirred at room temperature under N2 for 20 hr. The mixture is filtered and washed with Et3N (3×15 mL). The filtrate is evaporated in vacuo and is purified by flash chromatography to give the product as a pale yellow oil (50 mg, 16%): 1H NMR (CDCl3) 1.29 (m, 2 H) , 1.51 (m, 1 H), 1.66 (m, 2 H), 1.99 (m, 2 H), 2.58 (m, 6 H), ...